From a dataset of the Open Reaction Database (ORD), a public repository of structured organic reaction records. describe an organic reaction: reactants, conditions, products, and yield Reactants: ClC(Cl)Cl, CN(C)C=O, CC(CO)CCCCOc1ccccc1, O=S(Cl)Cl. Yields the product CC(CCl)CCCCOc1ccccc1. RXN SMILES: [Cl:20][CH:21]([Cl:22])[Cl:23].[O:24]=[CH:25][N:26]([CH3:27])[CH3:28].[OH:5][CH2:6][CH:7]([CH2:8][CH2:9][CH2:10][CH2:11][O:12][c:13]1[cH:14][cH:15][cH:16][cH:17][cH:18]1)[CH3:19].[S:1]([Cl:2])([Cl:3])=[O:4]>>[Cl:3][CH2:6][CH:7]([CH2:8][CH2:9][CH2:10][CH2:11][O:12][c:13]1[cH:14][cH:15][cH:16][cH:17][cH:18]1)[CH3:19]. Starting materials: C(C)(C)(C)C1=CC=C(C(=O)N[C@H](C(=O)NCCC(=O)OC(C)(C)C)CC2=CC=C(C=C2)C2=NC=C(C=N2)C2=CC=C(C=C2)O)C=C1 (tert-butyl (S)-3-(2-(4-(tert-butyl)benzamido)-3-(4-(5-(4-hydroxyphenyl)pyrimidin-2-yl)phenyl)propanamido)propanoate), BrCCCCC(C)C (1-bromo-5-methyl hexane). The product is C(C)(C)(C)C1=CC=C(C(=O)N[C@H](C(=O)NCCC(=O)OC(C)(C)C)CC2=CC=C(C=C2)C2=NC=C(C=N2)C2=CC=C(C=C2)OCCCCC(C)C)C=C1 (Tert-butyl (S)-3-(2-(4-(tert-butyl)benzamido)-3-(4-(5-(4-((5-methylhexyl)oxy)phenyl)pyrimidin-2-yl)phenyl)propanamido)propanoate). Reaction SMILES: [C:1]([C:5]1[CH:46]=[CH:45][C:8]([C:9]([NH:11][C@@H:12]([CH2:25][C:26]2[CH:31]=[CH:30][C:29]([C:32]3[N:37]=[CH:36][C:35]([C:38]4[CH:43]=[CH:42][C:41]([OH:44])=[CH:40][CH:39]=4)=[CH:34][N:33]=3)=[CH:28][CH:27]=2)[C:13]([NH:15][CH2:16][CH2:17][C:18]([O:20][C:21]([CH3:24])([CH3:23])[CH3:22])=[O:19])=[O:14])=[O:10])=[CH:7][CH:6]=1)([CH3:4])([CH3:3])[CH3:2].Br[CH2:48][CH2:49][CH2:50][CH2:51][CH:52]([CH3:54])[CH3:53]>>[C:1]([C:5]1[CH:6]=[CH:7][C:8]([C:9]([NH:11][C@@H:12]([CH2:25][C:26]2[CH:31]=[CH:30][C:29]([C:32]3[N:33]=[CH:34][C:35]([C:38]4[CH:43]=[CH:42][C:41]([O:44][CH2:48][CH2:49][CH2:50][CH2:51][CH:52]([CH3:54])[CH3:53])=[CH:40][CH:39]=4)=[CH:36][N:37]=3)=[CH:28][CH:27]=2)[C:13]([NH:15][CH2:16][CH2:17][C:18]([O:20][C:21]([CH3:24])([CH3:23])[CH3:22])=[O:19])=[O:14])=[O:10])=[CH:45][CH:46]=1)([CH3:2])([CH3:3])[CH3:4]. Reported procedure: Prepared using General Procedure 12 from tert-butyl (S)-3-(2-(4-(tert-butyl)benzamido)-3-(4-(5-(4-hydroxyphenyl)pyrimidin-2-yl)phenyl)propanamido)propanoate and 1-bromo-5-methyl hexane. LCMS-ESI (m/z) calculated for C44H56N4O5: 720.9. found 721.4 [M+H]+, tR=5.39 min. (Method 16).